From a dataset of the Open Reaction Database (ORD), a public repository of structured organic reaction records. describe an organic reaction: reactants, conditions, products, and yield Starting materials: CN(Cc1sc2c(=O)c(C(=O)NCc3ccc(Cl)cc3)cn(C)c2c1COCC[Si](C)(C)C)CC(O)c1ccc2ccccc2n1, ClCCl, ClC(Cl)Cl, O=C(O)C(F)(F)F, [Na+], O=C([O-])O. Product: CN(Cc1sc2c(=O)c(C(=O)NCc3ccc(Cl)cc3)cn(C)c2c1CO)CC(O)c1ccc2ccccc2n1. As a reaction SMILES: [Cl:1][c:2]1[cH:3][cH:4][c:5]([CH2:6][NH:7][C:8](=[O:9])[c:10]2[c:11](=[O:44])[c:12]3[c:13]([n:14]([CH3:16])[cH:15]2)[c:17]([CH2:36][O:37][CH2:38][CH2:39][Si:40]([CH3:41])([CH3:42])[CH3:43])[c:18]([CH2:20][N:21]([CH3:22])[CH2:23][CH:24]([c:25]2[n:26][c:27]4[cH:28][cH:29][cH:30][cH:31][c:32]4[cH:33][cH:34]2)[OH:35])[s:19]3)[cH:45][cH:46]1.[Cl:59][CH2:60][Cl:61].[Cl:62][CH:63]([Cl:64])[Cl:65].[F:52][C:53]([F:54])([F:55])[C:56]([OH:57])=[O:58].[Na+:51].[O-:47][C:48]([OH:49])=[O:50]>>[Cl:1][c:2]1[cH:3][cH:4][c:5]([CH2:6][NH:7][C:8](=[O:9])[c:10]2[c:11](=[O:44])[c:12]3[c:13]([n:14]([CH3:16])[cH:15]2)[c:17]([CH2:36][OH:37])[c:18]([CH2:20][N:21]([CH3:22])[CH2:23][CH:24]([c:25]2[n:26][c:27]4[cH:28][cH:29][cH:30][cH:31][c:32]4[cH:33][cH:34]2)[OH:35])[s:19]3)[cH:45][cH:46]1. Reactants: [N+](=O)([O-])C1=C(COC(=O)N[C@@H]2C(N[C@H]2CCOC(C)=O)=O)C=CC=C1 (trans-3-[o-nitrobenzyloxycarbonylamino]-4-[2-acetoxyethyl]-2-azetidinone), [N+](=O)([O-])C1=C(CC(C(=O)[O-])=O)C=CC=C1 (o-nitrobenzylglyoxylate), C1=CC=CC=C1 (benzene), CaH2, O (water). The product is C(C)(=O)OCCN1C(CC1)=O (2-acetoxyethyl-2-azetidinone). Reaction SMILES: [N+](C1C=CC=CC=1C[C:7](=O)[C:8]([O-:10])=[O:9])([O-])=O.O.[N+](C1C=CC=CC=1COC(N[C@H:27]1[C@H:30](CCOC(=O)C)[NH:29][C:28]1=[O:37])=O)([O-])=O.[CH:42]1C=CC=C[CH:43]=1>>[C:8]([O:10][CH2:42][CH2:43][N:29]1[CH2:30][CH2:27][C:28]1=[O:37])(=[O:9])[CH3:7]. Reported procedure: The o-nitrobenzylglyoxylate, from Step B, is dissolved in 100 ml of benzene and refluxed using a Dean-Stark water separator containing 5 g of CaH2 for 0.5 hr; trans-3-[o-nitrobenzyloxycarbonylamino]-4-[2-acetoxyethyl]-2-azetidinone (3.51 g) is added and the mixture is refluxed for 6 hours, cooled and evaporated. The residue is chromatographed to give trans-1-(o-nitrobenzyloxycarbonylhydroxymethyl)-3-(o-nitrobenzyloxycarbonylamino)-4-(2-acetoxyethyl-2-azetidinone (3.8 g). Starting materials: NC=1C(=NC=NC1Cl)N(C)C (5-Amino-4-(dimethyl)amino-6-chloropyrimidine), BrC(C(=O)O)CCCCCCCC (2-bromodecanoic acid), C(CCCCC)N (n-hexylamine). Yields the product CN(C1=NC=NC(=C1NC(C(CCCCCCCC)NCCCCCC)=O)NCCCCCC)C (N-(4-dimethylamino-6-hexylaminopyrimidin-5 -yl)-2-hexylaminodecanamide). Reaction SMILES: [NH2:1][C:2]1[C:3]([N:9]([CH3:11])[CH3:10])=[N:4][CH:5]=[N:6][C:7]=1Cl.Br[CH:13]([CH2:17][CH2:18][CH2:19][CH2:20][CH2:21][CH2:22][CH2:23][CH3:24])[C:14]([OH:16])=O.[CH2:25]([NH2:31])[CH2:26][CH2:27][CH2:28][CH2:29][CH3:30]>>[CH3:10][N:9]([CH3:11])[C:3]1[C:2]([NH:1][C:14](=[O:16])[CH:13]([NH:31][CH2:25][CH2:26][CH2:27][CH2:28][CH2:29][CH3:30])[CH2:17][CH2:18][CH2:19][CH2:20][CH2:21][CH2:22][CH2:23][CH3:24])=[C:7]([NH:31][CH2:25][CH2:26][CH2:27][CH2:28][CH2:29][CH3:30])[N:6]=[CH:5][N:4]=1. Reported procedure: 5-Amino-4-(dimethyl)amino-6-chloropyrimidine (prepared as described in Example 257) was coupled with 2-bromodecanoic acid using the procedure described in Example 249, followed by the addition of n-hexylamine as described in Example 250 to give the title compound. Starting materials: 6,6-Me2PH4 dihydrochloride, CC1(CNC2=C(N1)C(=O)N=C(N2)N)C (6,6-Me2PH4), BrBr (Br2), BrBr (bromine), CC1(CNC2=C(N1)C(=O)N=C(N2)N)C (6,6-Me2PH4), SCCO (2-mercaptoethanol), CC1(CNC2=C(N1)C(=O)N=C(N2)N)C (6,6-Me2PH4). The solvent is CO (methanol). The product is CC1(N=C2C(N=C(N=C2NC1)N)=O)C (6,6-dimethyldihydropterin). Reaction SMILES: [CH3:1][C:2]1([CH3:14])[NH:7][C:6]2[C:8]([N:10]=[C:11]([NH2:13])[NH:12][C:5]=2[NH:4][CH2:3]1)=[O:9].BrBr.SCCO>CO>[CH3:1][C:2]1([CH3:14])[CH2:3][NH:4][C:5]2[C:6]([C:8](=[O:9])[N:10]=[C:11]([NH2:13])[N:12]=2)=[N:7]1. Reported procedure: Quinoid-6,6-Me2PH2 is an intermediate in the synthesis of 6,6-Me2PH4 (see above). It can also be prepared quantitatively by bromine oxidation of 6,6-Me2PH4. The properties of q-6,6-Me2PH2 were determined on material made by the latter route. 6,6-Me2PH4 dihydrochloride, 0.1 mmoles, was dissolved in 3 ml methanol, and 22 mg Br2 (0.14 mmoles) was added. Removal of solvent by rotary evaporation left a dark orange film. The sample was repeatedly redissolved in 3 ml fresh methanol and evaporated to dr... The reactants are COc1cc(NS(=O)(=O)c2sc(NC(C)=O)nc2C)nc(SCc2cccc(F)c2F)n1, CC(=O)Nc1nc(C)c(S(N)(=O)=O)s1, NN, O, O. Product: Cc1nc(N)sc1S(N)(=O)=O. Reaction SMILES: [F:15][c:16]1[c:17]([F:18])[cH:19][cH:20][cH:21][c:22]1[CH2:23][S:24][c:25]1[n:26][c:27]([NH:28][S:29]([c:30]2[s:31][c:32]([NH:33][C:34](=[O:35])[CH3:36])[n:37][c:38]2[CH3:39])(=[O:40])=[O:41])[cH:42][c:43]([O:44][CH3:45])[n:46]1.[NH2:1][S:2](=[O:3])(=[O:4])[c:5]1[c:6]([CH3:14])[n:7][c:8]([NH:10][C:11](=[O:12])[CH3:13])[s:9]1.[NH2:48][NH2:49].[OH2:47].[OH2:50]>>[NH2:1][S:2](=[O:3])(=[O:4])[c:5]1[c:6]([CH3:14])[n:7][c:8]([NH2:10])[s:9]1. Reaction SMILES: [Br:1][CH2:2][c:3]1[cH:4][cH:5][c:6]([C:7]#[N:8])[cH:9][cH:10]1.[OH2:11].[S:12](=[O:13])(=[O:14])([OH:15])[OH:16]>>[Br:1][CH2:2][c:3]1[cH:4][cH:5][c:6]([C:7]([NH2:8])=[O:11])[cH:9][cH:10]1. Reactants: N#Cc1ccc(CBr)cc1, O, O=S(=O)(O)O. Yields the product NC(=O)c1ccc(CBr)cc1. Starting materials: BrCc1ccccc1, CC(C)=O, [K+], [K+], O=C([O-])[O-], OCCc1cccc(O)c1. Product: OCCc1cccc(OCc2ccccc2)c1. Reaction SMILES: [Br:17][CH2:18][c:19]1[cH:20][cH:21][cH:22][cH:23][cH:24]1.[CH3:25][C:26](=[O:27])[CH3:28].[K+:11].[K+:12].[O-:13][C:14]([O-:15])=[O:16].[OH:1][CH2:2][CH2:3][c:4]1[cH:5][c:6]([OH:10])[cH:7][cH:8][cH:9]1>>[OH:1][CH2:2][CH2:3][c:4]1[cH:5][c:6]([O:10][CH2:18][c:19]2[cH:20][cH:21][cH:22][cH:23][cH:24]2)[cH:7][cH:8][cH:9]1. Starting materials: C1(C(C(C(C(C1C(=O)O)C(=O)O)C(=O)O)C(=O)O)C(=O)O)C(=O)O (Cyclohexane-1,2,3,4,5,6-hexacarboxylic acid), C(C=1C(C(=O)O)=CC=CC1)(=O)O (phthalic acid). The product is C1(C(C=CC=C1)C(=O)O)C(=O)O (3,5-cyclohexadiene-1,2-dicarboxylic acid). RXN SMILES: [CH:1]1(C(O)=O)[CH:6]([C:7]([OH:9])=[O:8])[CH:5]([C:10]([OH:12])=[O:11])[CH:4](C(O)=O)[CH:3](C(O)=O)[CH:2]1C(O)=O.C(O)(=O)C1C(=CC=CC=1)C(O)=O>>[CH:5]1([C:10]([OH:12])=[O:11])[CH:4]=[CH:3][CH:2]=[CH:1][CH:6]1[C:7]([OH:9])=[O:8]. Procedure details: Cyclohexane-1,2,3,4,5,6-hexacarboxylic acid can be prepared by partially hydrogenating phthalic acid to form 3,5-cyclohexadiene-1,2-dicarboxylic acid, reacting the product with maleic anhydride to form bicyclo-2,2,2, 7-octane-2,3,5,6-tetracarboxylic acid, and catalytically oxidizing this intermediate.